Dataset: the Open Reaction Database (ORD), a public repository of structured organic reaction records. Task: describe an organic reaction: reactants, conditions, products, and yield Reaction SMILES: [CH3:24][CH2:25][OH:26].[ClH:23].[NH2:1][c:2]1[c:3]([CH2:19][C:20](=[O:21])[NH2:22])[cH:4][c:5]([CH3:18])[cH:6][c:7]1[C:8]([c:9]1[cH:10][cH:11][c:12]([S:15][CH3:16])[cH:13][cH:14]1)=[O:17].[OH2:27]>>[c:2]12[c:3]([cH:4][c:5]([CH3:18])[cH:6][c:7]1[C:8]([c:9]1[cH:10][cH:11][c:12]([S:15][CH3:16])[cH:13][cH:14]1)=[O:17])[CH2:19][C:20](=[O:21])[NH:22]2. Product: CSc1ccc(C(=O)c2cc(C)cc3c2NC(=O)C3)cc1. The reactants are CCO, Cl, CSc1ccc(C(=O)c2cc(C)cc(CC(N)=O)c2N)cc1, O. Reactants: COc1cc(CC(=O)O)ccc1OCc1ccccc1, [Li]CCCC, C1CCOC1, CI, CCCCC. Product: COc1cc(C(C)C(=O)O)ccc1OCc1ccccc1. RXN SMILES: [CH2:1]([c:2]1[cH:3][cH:4][cH:5][cH:6][cH:7]1)[O:8][c:9]1[c:10]([O:19][CH3:20])[cH:11][c:12]([CH2:15][C:16](=[O:17])[OH:18])[cH:13][cH:14]1.[CH2:21]([Li:22])[CH2:23][CH2:24][CH3:25].[CH2:33]1[O:34][CH2:35][CH2:36][CH2:37]1.[CH3:26][I:27].[CH3:28][CH2:29][CH2:30][CH2:31][CH3:32]>>[CH2:1]([c:2]1[cH:3][cH:4][cH:5][cH:6][cH:7]1)[O:8][c:9]1[c:10]([O:19][CH3:20])[cH:11][c:12]([CH:15]([C:16](=[O:17])[OH:18])[CH3:21])[cH:13][cH:14]1. Starting materials: [N+](=O)([O-])C=1C=C(C=CC1)CC(O)C=1N=CN(C1)C(C1=CC=CC=C1)(C1=CC=CC=C1)C1=CC=CC=C1 (2-(3-Nitrophenyl)-1-(1-trityl-1H-imidazol-4-yl)-ethanol), C1(=CC=C(C=C1)S(=O)(=O)O)C (para-toluenesulphonic acid). Solvent: C1(=CC=CC=C1)C (toluene). The product is [N+](=O)([O-])C=1C=C(C=CC1)C=CC=1N=CN(C1)C(C1=CC=CC=C1)(C1=CC=CC=C1)C1=CC=CC=C1 (4-[2-(3-Nitrophenyl)vinyl]-1-trityl-1H-imidazole). RXN SMILES: [N+:1]([C:4]1[CH:5]=[C:6]([CH2:10][CH:11]([C:13]2[N:14]=[CH:15][N:16]([C:18]([C:31]3[CH:36]=[CH:35][CH:34]=[CH:33][CH:32]=3)([C:25]3[CH:30]=[CH:29][CH:28]=[CH:27][CH:26]=3)[C:19]3[CH:24]=[CH:23][CH:22]=[CH:21][CH:20]=3)[CH:17]=2)O)[CH:7]=[CH:8][CH:9]=1)([O-:3])=[O:2].C1(C)C=CC(S(O)(=O)=O)=CC=1>C1(C)C=CC=CC=1>[N+:1]([C:4]1[CH:5]=[C:6]([CH:10]=[CH:11][C:13]2[N:14]=[CH:15][N:16]([C:18]([C:31]3[CH:36]=[CH:35][CH:34]=[CH:33][CH:32]=3)([C:25]3[CH:26]=[CH:27][CH:28]=[CH:29][CH:30]=3)[C:19]3[CH:24]=[CH:23][CH:22]=[CH:21][CH:20]=3)[CH:17]=2)[CH:7]=[CH:8][CH:9]=1)([O-:3])=[O:2]. Reported procedure: A mixture of 12.25 g of the product obtained in Step 2, 1 g of para-toluenesulphonic acid and 200 ml of toluene is heated at reflux for 5 hours. After returning to ambient temperature, washing the toluene solution with a 0.1N solution of sodium hydroxide and then with water, drying over magnesium sulphate and concentration, the expected product is obtained.